Dataset: the Open Reaction Database (ORD), a public repository of structured organic reaction records. Task: describe an organic reaction: reactants, conditions, products, and yield The reactants are ClC=1C=CC(=C(C1)C1=CC(N(C=C1)C(C(=O)NC1=CC=C(C(=O)OC(C)(C)C)C=C1)CC1=CC=NC=C1)=O)C(F)(F)F (tert-Butyl 4-{[2-{4-[5-chloro-2-(trifluoromethyl)phenyl]-2-oxopyridin-1(2H)-yl}-3-(pyridin-4-yl)propanoyl]amino}benzoate), C(=O)(C(F)(F)F)O (TFA). The product is ClC=1C=CC(=C(C1)C1=CC(N(C=C1)C(C(=O)NC1=CC=C(C(=O)O)C=C1)CC1=CC=NC=C1)=O)C(F)(F)F (4-{[2-{4-[5-Chloro-2-(trifluoromethyl)phenyl]-2-oxopyridin-1(2H)-yl}-3-(pyridin-4-yl)propanoyl]amino}benzoic acid). As a reaction SMILES: [Cl:1][C:2]1[CH:3]=[CH:4][C:5]([C:39]([F:42])([F:41])[F:40])=[C:6]([C:8]2[CH:13]=[CH:12][N:11]([CH:14]([CH2:31][C:32]3[CH:37]=[CH:36][N:35]=[CH:34][CH:33]=3)[C:15]([NH:17][C:18]3[CH:30]=[CH:29][C:21]([C:22]([O:24]C(C)(C)C)=[O:23])=[CH:20][CH:19]=3)=[O:16])[C:10](=[O:38])[CH:9]=2)[CH:7]=1.C(O)(C(F)(F)F)=O>>[Cl:1][C:2]1[CH:3]=[CH:4][C:5]([C:39]([F:42])([F:40])[F:41])=[C:6]([C:8]2[CH:13]=[CH:12][N:11]([CH:14]([CH2:31][C:32]3[CH:37]=[CH:36][N:35]=[CH:34][CH:33]=3)[C:15]([NH:17][C:18]3[CH:19]=[CH:20][C:21]([C:22]([OH:24])=[O:23])=[CH:29][CH:30]=3)=[O:16])[C:10](=[O:38])[CH:9]=2)[CH:7]=1. Procedure: 383 mg (0.62 mmol) of tert-butyl 4-{[2-{4-[5-chloro-2-(trifluoromethyl)phenyl]-2-oxopyridin-1(2H)-yl}-3-(pyridin-4-yl)propanoyl]amino}benzoate (racemate) (Example 10.1C) were hydrolysed with TFA according to General Method 2. Yield: 180 mg (53% of theory) Starting materials: CC=1C=CC(=CC1)S(=O)(=O)O (p-toluenesulfonate), C1(=CC=C(C=C1)S(=O)(=O)OCCCCCCN1C(COCC1=O)=O)C (6-(3,5-dioxomorpholino)hexyl p-toluenesulfonate), N1CCCCC1 (piperidine). Solvent: C(C)(C)(C)O (tertiary butyl alcohol), C(C)(C)(C)O (tertiary butyl alcohol). Product: N1(CCCCC1)CCCCCCN1C(COCC1=O)=O (4-(6-piperidinohexyl)-3,5-dioxomorpholine). As a reaction SMILES: CC1C=CC(S(O)(=O)=O)=CC=1.C1(C)C=CC(S(O[CH2:22][CH2:23][CH2:24][CH2:25][CH2:26][CH2:27][N:28]2[C:33](=[O:34])[CH2:32][O:31][CH2:30][C:29]2=[O:35])(=O)=O)=CC=1.[NH:37]1[CH2:42][CH2:41][CH2:40][CH2:39][CH2:38]1>C(O)(C)(C)C>[N:37]1([CH2:22][CH2:23][CH2:24][CH2:25][CH2:26][CH2:27][N:28]2[C:29](=[O:35])[CH2:30][O:31][CH2:32][C:33]2=[O:34])[CH2:42][CH2:41][CH2:40][CH2:39][CH2:38]1. Procedure details: p-toluenesulfonate. To a solution of 19.6 grams (53.2 millimoles) of 6-(3,5-dioxomorpholino)hexyl p-toluenesulfonate in 54 milliliters of tertiary butyl alcohol was added 5.3 milliliters of tertiary (53 millimoles) of piperidine in 54 milliliters of tertiary butyl alcohol. The reaction mixture was heated at reflux temperature for about 22 hours to obtain 4-(6-piperidinohexyl)-3,5-dioxomorpholine.p-toluenesulfonate product which crystallized from tertiary butyl alcohol-ether mixture in a yield of...